From a dataset of the Open Reaction Database (ORD), a public repository of structured organic reaction records. describe an organic reaction: reactants, conditions, products, and yield RXN SMILES: [CH2:13]([c:14]1[cH:15][cH:16][cH:17][cH:18][cH:19]1)[O:20][CH2:21][CH:22]=[CH:23][CH2:24][OH:25].[CH2:35]([Cl:36])[Cl:37].[CH3:1][C:2]([CH3:3])([O:4][C:5](=[O:6])[NH:7][CH2:8][C:9](=[O:10])[OH:11])[CH3:12].[CH3:26][N:27]([CH3:28])[c:29]1[cH:30][cH:31][n:32][cH:33][cH:34]1>>[CH3:1][C:2]([CH3:3])([O:4][C:5](=[O:6])[NH:7][CH2:8][C:9]([O:10][CH2:24][CH:23]=[CH:22][CH2:21][O:20][CH2:13][c:14]1[cH:15][cH:16][cH:17][cH:18][cH:19]1)=[O:11])[CH3:12]. The product is CC(C)(C)OC(=O)NCC(=O)OCC=CCOCc1ccccc1. Reactants: OCC=CCOCc1ccccc1, ClCCl, CC(C)(C)OC(=O)NCC(=O)O, CN(C)c1ccncc1. Reactants: 60, C1(=CC=CC=C1)C(C1=CC(=CC=C1)C(F)(F)F)NCCO (2-[{phenyl[3-(trifluoromethyl)phenyl]methyl}amino]-ethanol), S(=O)(Cl)Cl (sulfinyl chloride). The solvent is CC1=CC=CC=C1 (methylbenzene). Conditions: temperature 10 celsius, time 8 hour. The product is 28.5, Cl.ClCCNC(C1=CC(=CC=C1)C(F)(F)F)C1=CC=CC=C1 (N-(2-chloroethyl)-α-phenyl-3-(trifluoromethyl)benzenemethanamine hydrochloride). Isolated yield 40.0%. Reaction SMILES: [C:1]1([CH:7]([NH:18][CH2:19][CH2:20]O)[C:8]2[CH:13]=[CH:12][CH:11]=[C:10]([C:14]([F:17])([F:16])[F:15])[CH:9]=2)[CH:6]=[CH:5][CH:4]=[CH:3][CH:2]=1.S(Cl)([Cl:24])=O>CC1C=CC=CC=1>[ClH:24].[Cl:24][CH2:20][CH2:19][NH:18][CH:7]([C:1]1[CH:6]=[CH:5][CH:4]=[CH:3][CH:2]=1)[C:8]1[CH:13]=[CH:12][CH:11]=[C:10]([C:14]([F:17])([F:16])[F:15])[CH:9]=1 |f:3.4|. Procedure details: To a stirred and cooled (5°-10° C) mixture of 60 parts of 2-[{phenyl[3-(trifluoromethyl)phenyl]methyl}amino]-ethanol and 540 parts of methylbenzene are added dropwise 40 parts of sulfinyl chloride. Upon completion, stirring is continued first till room temperature is reached and further overnight at reflux temperature. The reaction mixture is concentrated to one third its volume. After cooling to 10° C, the solid product is filtered off, washed with 2,2'-oxybispropane and dried in vacuo at 75° C... The reactants are CC(C)(C)OC(=O)NC(C)(Cc1ccccc1)c1nnc(-c2cc(C(=O)O)cc(-c3ccccc3C#N)c2)o1, Cl, C1COCCO1. Product: Cl, CC(N)(Cc1ccccc1)c1nnc(-c2cc(C(=O)O)cc(-c3ccccc3C#N)c2)o1. Reaction SMILES: [C:1]([O:2][C:3](=[O:4])[NH:8][C:9]([CH2:10][c:11]1[cH:12][cH:13][cH:14][cH:15][cH:16]1)([CH3:17])[c:18]1[n:19][n:20][c:21](-[c:23]2[cH:24][c:25]([C:37](=[O:38])[OH:39])[cH:26][c:27](-[c:29]3[c:30]([C:35]#[N:36])[cH:31][cH:32][cH:33][cH:34]3)[cH:28]2)[o:22]1)([CH3:5])([CH3:6])[CH3:7].[ClH:40].[O:41]1[CH2:42][CH2:43][O:44][CH2:45][CH2:46]1>>[ClH:40].[NH2:8][C:9]([CH2:10][c:11]1[cH:12][cH:13][cH:14][cH:15][cH:16]1)([CH3:17])[c:18]1[n:19][n:20][c:21](-[c:23]2[cH:24][c:25]([C:37](=[O:38])[OH:39])[cH:26][c:27](-[c:29]3[c:30]([C:35]#[N:36])[cH:31][cH:32][cH:33][cH:34]3)[cH:28]2)[o:22]1. Reactants: C1=CC(=CC(=C1)Cl)C(=O)OO (mCPBA), C1=CC(=CC(=C1)Cl)C(=O)OO (mCPBA), BrC=1C=NC=C(C(=O)OC)C1 (methyl 5-bromonicotinate). Solvent: C(Cl)Cl (DCM), C(Cl)Cl (DCM). Conditions: time 4 day. Yields the product BrC=1C=[N+](C=C(C(=O)OC)C1)[O-] (Methyl 5-bromonicotinate-1-oxide). Isolated yield 33.1%. Reaction SMILES: C1C=C(Cl)C=C(C(OO)=[O:9])C=1.[Br:12][C:13]1[CH:14]=[N:15][CH:16]=[C:17]([CH:22]=1)[C:18]([O:20][CH3:21])=[O:19]>C(Cl)Cl>[Br:12][C:13]1[CH:14]=[N+:15]([O-:9])[CH:16]=[C:17]([CH:22]=1)[C:18]([O:20][CH3:21])=[O:19]. Procedure details: A solution of mCPBA (70%, 4.46 g, 18.11 mmol) in DCM (100 ml) was added to a solution of methyl 5-bromonicotinate (3.11 g, 15.09 mmol) in DCM (100 ml). After stirring at room temperature for several hours, additional mCPBA (6.6 g, 26.77 mmol) was added (in portions) to drive the reaction to completion. After 4 days, the reaction mixture was sequentially washed with a saturated solution of sodium bicarbonate followed by water. The organic phase was dried over MgSO4, and concentrated to dryness. T... Reactants: SC1=CC=C(C(=O)O)C=C1 (4-mercaptobenzoic acid), C12(CC3CC(CC(C1)C3)C2)C=2C=C(C(=O)Cl)C=CC2OCOCCOC (3-(1-adamantyl)-4-methoxyethoxymethoxybenzoyl chloride). The solvent is N1=CC=CC=C1 (pyridine). Conditions: time 6 hour. The product is C12(CC3CC(CC(C1)C3)C2)C=2C=C(C(=O)SC3=CC=C(C(=O)O)C=C3)C=CC2OCOCCOC (4-[3-(1-adamantyl)-4-methoxyethoxymethoxybenzoylthio]benzoic acid). As a reaction SMILES: [SH:1][C:2]1[CH:10]=[CH:9][C:5]([C:6]([OH:8])=[O:7])=[CH:4][CH:3]=1.[C:11]12([C:21]3[CH:22]=[C:23]([CH:27]=[CH:28][C:29]=3[O:30][CH2:31][O:32][CH2:33][CH2:34][O:35][CH3:36])[C:24](Cl)=[O:25])[CH2:20][CH:15]3[CH2:16][CH:17]([CH2:19][CH:13]([CH2:14]3)[CH2:12]1)[CH2:18]2>N1C=CC=CC=1>[C:11]12([C:21]3[CH:22]=[C:23]([CH:27]=[CH:28][C:29]=3[O:30][CH2:31][O:32][CH2:33][CH2:34][O:35][CH3:36])[C:24]([S:1][C:2]3[CH:10]=[CH:9][C:5]([C:6]([OH:8])=[O:7])=[CH:4][CH:3]=3)=[O:25])[CH2:12][CH:13]3[CH2:14][CH:15]([CH2:16][CH:17]([CH2:19]3)[CH2:18]1)[CH2:20]2. Procedure details: 1.54 g (10 mmol) of 4-mercaptobenzoic acid and 40 ml of pyridine were introduced into a round-bottomed flask. A solution of 3.75 g (10 mmol) of 3-(1-adamantyl)-4-methoxyethoxymethoxybenzoyl chloride prepared in Example 10(c) was added dropwise and the mixture was stirred at room temperature for six hours. The mixture was evaporated to dryness, the residue was taken up in water and ethyl ether. The organic phase was separated out after settling had taken place, washed with water, dried over magne... Reactants: C(C)S(=O)(=O)C1=CC=C(CNC(=O)C=2C=C3C(=NC2)[C@@H](NC3)C(C)C)C=C1 ((S)-N-(4-(ethylsulfonyl)benzyl)-7-isopropyl-6,7-dihydro-5H-pyrrolo[3,4-b]pyridine-3-carboxamide), C(C)S(=O)(=O)C1=CC=C(C=C1)CC(=O)NC=1C=C2C(=NC1)[C@@H](N(C2)C(=O)OC(C)(C)C)C(C)C (tert-butyl(S)-3-(2-(4-(ethylsulfonyl)phenyl)acetamido)-7-isopropyl-5,7-dihydro-6H-pyrrolo[3,4-b]pyridine-6-carboxylate). Run at time 1 minute. Product: C(C)S(=O)(=O)C1=CC=C(C=C1)CC(=O)NC=1C=C2C(=NC1)[C@@H](NC2)C(C)C ((S)-2-(4-(ethylsulfonyl)phenyl)-N-(7-isopropyl-6,7-dihydro-5H-pyrrolo[3,4-b]pyridin-3-yl)acetamide). RXN SMILES: C(S(C1C=CC(CNC(C2C=C3CN[C@@H](C(C)C)C3=NC=2)=O)=CC=1)(=O)=O)C.[CH2:28]([S:30]([C:33]1[CH:38]=[CH:37][C:36]([CH2:39][C:40]([NH:42][C:43]2[CH:44]=[C:45]3[CH2:51][N:50](C(OC(C)(C)C)=O)[C@@H:49]([CH:59]([CH3:61])[CH3:60])[C:46]3=[N:47][CH:48]=2)=[O:41])=[CH:35][CH:34]=1)(=[O:32])=[O:31])[CH3:29]>>[CH2:28]([S:30]([C:33]1[CH:34]=[CH:35][C:36]([CH2:39][C:40]([NH:42][C:43]2[CH:44]=[C:45]3[CH2:51][NH:50][C@@H:49]([CH:59]([CH3:60])[CH3:61])[C:46]3=[N:47][CH:48]=2)=[O:41])=[CH:37][CH:38]=1)(=[O:32])=[O:31])[CH3:29]. Procedure details: Procedure same as that for (S)-N-(4-(ethylsulfonyl)benzyl)-7-isopropyl-6,7-dihydro-5H-pyrrolo[3,4-b]pyridine-3-carboxamide, using tert-butyl(S)-3-(2-(4-(ethylsulfonyl)phenyl)acetamido)-7-isopropyl-5,7-dihydro-6H-pyrrolo[3,4-b]pyridine-6-carboxylate as a starting material. LC-MS tR=0.50 min in 1 min chromatography, MS (ESI) m/z 388.3 [M+H]+. 1H NMR (CD3OD, 400 MHz): δ 9.02 (s, 1H), 8.48 (s, 1H), 8.26 (d, J=2.0 Hz, 1H), 7.84 (m, 2H), 7.66 (d, J=8.0 Hz, 1H), 7.56 (d, J=8.4 Hz, 1H), 4.78 (m, 2H), 3.... Starting materials: NC1=C(C=C(C(=N1)OC)C(=O)NCC1CCN(CC1)C(C(=O)OCC)CCCC)Cl (ethyl 2-[4-({[(6-amino-5-chloro-2-methoxypyridin-3-yl)carbonyl]amino}methyl)piperidin-1-yl]hexanoate), [OH-].[Na+] (sodium hydroxide). Run in CO (methanol). Yields the product NC1=C(C=C(C(=N1)OC)C(=O)NCC1CCN(CC1)C(C(=O)O)CCCC)Cl (2-[4-({[(6-Amino-5-chloro-2-methoxypyridin-3-yl)carbonyl]amino}-methyl)piperidine-1-yl]hexanoic acid). The yield is 94.4%. As a reaction SMILES: [NH2:1][C:2]1[N:7]=[C:6]([O:8][CH3:9])[C:5]([C:10]([NH:12][CH2:13][CH:14]2[CH2:19][CH2:18][N:17]([CH:20]([CH2:26][CH2:27][CH2:28][CH3:29])[C:21]([O:23]CC)=[O:22])[CH2:16][CH2:15]2)=[O:11])=[CH:4][C:3]=1[Cl:30].[OH-].[Na+]>CO>[NH2:1][C:2]1[N:7]=[C:6]([O:8][CH3:9])[C:5]([C:10]([NH:12][CH2:13][CH:14]2[CH2:19][CH2:18][N:17]([CH:20]([CH2:26][CH2:27][CH2:28][CH3:29])[C:21]([OH:23])=[O:22])[CH2:16][CH2:15]2)=[O:11])=[CH:4][C:3]=1[Cl:30] |f:1.2|. Procedure details: To a solution of ethyl 2-[4-({[(6-amino-5-chloro-2-methoxypyridin-3-yl)carbonyl]amino}methyl)piperidin-1-yl]hexanoate (4.3 g, 9.75 mmol) in methanol (50 ml) was added 2N aqueous sodium hydroxide (9.8 ml, 19.5 mmol) and the mixture was refluxed for 12 h. After cooled to room temperature, concentrated in vacuo. The resultant solid was treated with 2N aqueous hydrochloric acid (19.5 ml) to afford white solid, which was collected by filtration, washed with water (50 ml) gave 3.8 g (94%) of the title... Reactants: Cc1cc(Br)cnc1Cl, O=C(OCc1ccccc1)N1CC2CNC2C1. Product: Cc1cc(N2CC3CN(C(=O)OCc4ccccc4)CC32)cnc1Cl. Reaction SMILES: [Br:18][c:19]1[cH:20][c:21]([CH3:26])[c:22]([Cl:25])[n:23][cH:24]1.[CH:1]12[CH2:2][N:3]([C:8](=[O:9])[O:10][CH2:11][c:12]3[cH:13][cH:14][cH:15][cH:16][cH:17]3)[CH2:4][CH:5]1[NH:6][CH2:7]2>>[CH:1]12[CH2:2][N:3]([C:8](=[O:9])[O:10][CH2:11][c:12]3[cH:13][cH:14][cH:15][cH:16][cH:17]3)[CH2:4][CH:5]1[N:6]([c:19]1[cH:20][c:21]([CH3:26])[c:22]([Cl:25])[n:23][cH:24]1)[CH2:7]2. Starting materials: CC(=O)c1sc(N)nc1C, C1CCOC1, CC(=O)Cl, ClCCl, c1ccncc1. Product: CC(=O)Nc1nc(C)c(C(C)=O)s1. Reaction SMILES: [C:1]([CH3:2])(=[O:3])[c:4]1[c:5]([CH3:10])[n:6][c:7]([NH2:9])[s:8]1.[CH2:21]1[O:22][CH2:23][CH2:24][CH2:25]1.[CH3:17][C:18]([Cl:19])=[O:20].[Cl:26][CH2:27][Cl:28].[cH:11]1[cH:12][cH:13][n:14][cH:15][cH:16]1>>[C:1]([CH3:2])(=[O:3])[c:4]1[c:5]([CH3:10])[n:6][c:7]([NH:9][C:18]([CH3:17])=[O:20])[s:8]1. Reactants: C(C=C)N=C=O (Allyl isocyanate), C(C)(=O)NN (acethydrazide). The solvent is C1=CC=CC=C1 (benzene). Yields the product C(C)(=O)NNC(=O)NCC=C (1-Acetyl-4-allyl-semicarbazide). Reaction SMILES: [CH2:1]([N:4]=[C:5]=[O:6])[CH:2]=[CH2:3].[C:7]([NH:10][NH2:11])(=[O:9])[CH3:8]>C1C=CC=CC=1>[C:7]([NH:10][NH:11][C:5]([NH:4][CH2:1][CH:2]=[CH2:3])=[O:6])(=[O:9])[CH3:8]. Reported procedure: Allyl isocyanate (25 g, 0.30 mol) was added slowly to a boiling solution of acethydrazide (22.2 g, 0.30 mol) in dry benzene (300 ml). The mixture was heated for 1 hour whereupon 2 layers formed. The benzene was then evaporated off and the residue triturated with ether to yield the title compound as a white solid. (m.p. 71°-74° C.).